This data is from the Open Reaction Database (ORD), a public repository of structured organic reaction records. The task is: describe an organic reaction: reactants, conditions, products, and yield Reactants: NC=1C(N(C(N(C1N)CCC)=O)CCC)=O (5,6-diamino-1,3-dipropyluracil), COC1=C(C=CC(=O)O)C=C(C(=C1)OC)OC (2,4,5-trimethoxycinnamic acid). Yields the product C(CC)N1C(=O)N(C=2N=C(NC2C1=O)\C=C\C1=C(C=C(C(=C1)OC)OC)OC)CCC ((E)-1,3-Dipropyl-8-(2,4,5-trimethoxystyryl)xanthine). The yield is 22.9%. Reaction SMILES: [NH2:1][C:2]1[C:3](=[O:16])[N:4]([CH2:13][CH2:14][CH3:15])[C:5](=[O:12])[N:6]([CH2:9][CH2:10][CH3:11])[C:7]=1[NH2:8].[CH3:17][O:18][C:19]1[CH:29]=[C:28]([O:30][CH3:31])[C:27]([O:32][CH3:33])=[CH:26][C:20]=1[CH:21]=[CH:22][C:23](O)=O>>[CH2:13]([N:4]1[C:3](=[O:16])[C:2]2[NH:1][C:23](/[CH:22]=[CH:21]/[C:20]3[CH:26]=[C:27]([O:32][CH3:33])[C:28]([O:30][CH3:31])=[CH:29][C:19]=3[O:18][CH3:17])=[N:8][C:7]=2[N:6]([CH2:9][CH2:10][CH3:11])[C:5]1=[O:12])[CH2:14][CH3:15]. Reported procedure: Substantially the same procedure as in Reference Example 1 was repeated using 2.00 g (8.85 mmol) of 5,6-diamino-1,3-dipropyluracil and 2.32 g (9.73 mmol) of 2,4,5-trimethoxycinnamic acid. Then, the resultant crude crystals were recrystallized from 2-propanol/water to give 870 mg (yield 23%) of Compound 23 as a pale yellow powder. The reactants are C(CCC)C1=CC=C(C=C1)C#CC1=CC=C(CNC=2C=CC3=C(OC(OC3=O)(C)C)C2)C=C1 (7-({4-[(4-butylphenyl)ethynyl]benzyl}amino)-2,2-dimethyl-4H-1,3-benzodioxin-4-one), C(CCCCC)(=O)Cl (hexanoyl chloride). The product is C(CCC)C1=CC=C(C=C1)C#CC1=CC=C(CN(C(CCCCC)=O)C=2C=CC3=C(OC(OC3=O)(C)C)C2)C=C1 (N-{4-[(4-butylphenyl)ethynyl]benzyl}-N-(2,2-dimethyl-4-oxo-4H-1,3-benzodioxin-7-yl)hexanamide). RXN SMILES: [CH2:1]([C:5]1[CH:10]=[CH:9][C:8]([C:11]#[C:12][C:13]2[CH:33]=[CH:32][C:16]([CH2:17][NH:18][C:19]3[CH:20]=[CH:21][C:22]4[C:27](=[O:28])[O:26][C:25]([CH3:30])([CH3:29])[O:24][C:23]=4[CH:31]=3)=[CH:15][CH:14]=2)=[CH:7][CH:6]=1)[CH2:2][CH2:3][CH3:4].[C:34](Cl)(=[O:40])[CH2:35][CH2:36][CH2:37][CH2:38][CH3:39]>>[CH2:1]([C:5]1[CH:6]=[CH:7][C:8]([C:11]#[C:12][C:13]2[CH:33]=[CH:32][C:16]([CH2:17][N:18]([C:19]3[CH:20]=[CH:21][C:22]4[C:27](=[O:28])[O:26][C:25]([CH3:29])([CH3:30])[O:24][C:23]=4[CH:31]=3)[C:34](=[O:40])[CH2:35][CH2:36][CH2:37][CH2:38][CH3:39])=[CH:15][CH:14]=2)=[CH:9][CH:10]=1)[CH2:2][CH2:3][CH3:4]. Procedure details: The titled compound was prepared following the procedure M using 7-({4-[(4-butylphenyl)ethynyl]benzyl}amino)-2,2-dimethyl-4H-1,3-benzodioxin-4-one and hexanoyl chloride as all orange oil (69%). 1H NMR (CDCl3, 300 MHz) δ 7.92 (d, J=8.3 Hz, 1H), 7.41 (m, 4H), 7.14 (m, 4H), 6.78 (d, J=8.3 Hz, 1H), 6.59 (s, 1H), 4.89 (s, 2H), 2.60 (t, J=7.7 Hz, 2H), 2.14 (t, J=7.3 Hz, 2H), 1.71 (s, 6H), 1.66-1.51 (m, 4H), 1.43-1.12 (m, 8H), 0.91 (t, J=7.3 Hz, 3H). 0.84 (t, J=6.7 Hz, 3H). M+ (ESI): 538.2. HPLC, Rt: 6... The reactants are FC=1C(=CC2=C(C1)NC1=C2C2=C(C=3C4=CC(=C(C=C4N(C13)[C@H]1[C@H](OCC3=CC=CC=C3)[C@@H]3C[C@H](O1)CO3)F)F)C(NC2=O)=O)F (2,3,9,10-tetrafluoro-12-(2—O-benzyl-3, 6-anhydro-4-deoxy-β-D-glucopyranosyl)-6, 7, 12, 13-tetrahydro(5H)indolo[2, 3-a]pyrrolo[3, 4-c]carbazole-5, 7-dione). Reagents/catalysts: [OH-].[OH-].[Pd+2] (Pd(OH)2/C). The solvent is C1CCOC1 (THF). Yields the product FC=1C(=CC2=C(C1)NC1=C2C2=C(C=3C4=CC(=C(C=C4N(C13)[C@H]1[C@H](O)[C@@H]3C[C@H](O1)CO3)F)F)C(NC2=O)=O)F (2,3,9,10-Tetrafluoro-12-(3, 6-anhydro-4-deoxy-β-D-glucopyranosyl)-6,7,12, 13-tetrahydro(5H)indolo[2,3-a]pyrrolo[3,4-c]carbazole-5,7-dione). The yield is 58.8%. Reaction SMILES: [F:1][C:2]1[C:3]([F:45])=[CH:4][C:5]2[C:10]3[C:11]4[C:42](=[O:43])[NH:41][C:40](=[O:44])[C:12]=4[C:13]4[C:14]5[C:19]([N:20]([C@@H:22]6[O:35][C@@H:34]7[CH2:36][O:37][C@@H:32]([CH2:33]7)[C@H:23]6[O:24]CC6C=CC=CC=6)[C:21]=4[C:9]=3[NH:8][C:6]=2[CH:7]=1)=[CH:18][C:17]([F:38])=[C:16]([F:39])[CH:15]=5>[OH-].[OH-].[Pd+2].C1COCC1>[F:1][C:2]1[C:3]([F:45])=[CH:4][C:5]2[C:10]3[C:11]4[C:42](=[O:43])[NH:41][C:40](=[O:44])[C:12]=4[C:13]4[C:14]5[C:19]([N:20]([C@@H:22]6[O:35][C@@H:34]7[CH2:36][O:37][C@@H:32]([CH2:33]7)[C@H:23]6[OH:24])[C:21]=4[C:9]=3[NH:8][C:6]=2[CH:7]=1)=[CH:18][C:17]([F:38])=[C:16]([F:39])[CH:15]=5 |f:1.2.3|. Procedure details: A mixture of 2,3,9,10-tetrafluoro-12-(2—O-benzyl-3, 6-anhydro-4-deoxy-β-D-glucopyranosyl)-6, 7, 12, 13-tetrahydro(5H)indolo[2, 3-a]pyrrolo[3, 4-c]carbazole-5, 7-dione (0.034 g, 0.055 mmol) and 20% Pd(OH)2/C (0.048 g) in 5 mL of freshly distilled THF was hydrogenated (balloon pressure) at room temperature for 5 days. The resulting mixture was filtered through a bed of Celite and the cake was washed with THF and then with methanol. The filtrate was evaporated and the residue was chromatographed (S...